The task is: describe an organic reaction: reactants, conditions, products, and yield. This data is from the Open Reaction Database (ORD), a public repository of structured organic reaction records. Reactants: COC=1C=C(C=CC1)C1=NC2=CC=C(C=C2C(=C1)N)N (2-(3-methoxyphenyl)-4,6-quinolinediamine), CCOCC (ether), C(=O)O (formic acid), C(C)(=O)OC(C)=O (acetic anhydride). Solvent: C1CCOC1 (THF), C1CCOC1 (THF). Reaction conditions: temperature 50 celsius. The product is C(=O)OC=O (Formic anhydride), NC1=CC(=NC2=CC=C(C=C12)NC=O)C1=CC(=CC=C1)OC (N-[4-Amino-2-(3-methoxyphenyl)-quinolin-6-yl]-formamide). Yield: 75.1%. As a reaction SMILES: [CH:1](O)=[O:2].[C:4]([O:7][C:8](=[O:10])C)(=[O:6])C.[CH3:11][O:12][C:13]1[CH:14]=[C:15]([C:19]2[CH:28]=[C:27]([NH2:29])[C:26]3[C:21](=[CH:22][CH:23]=[C:24]([NH2:30])[CH:25]=3)[N:20]=2)[CH:16]=[CH:17][CH:18]=1.CCOCC>C1COCC1>[CH:4]([O:7][CH:8]=[O:10])=[O:6].[NH2:29][C:27]1[C:26]2[C:21](=[CH:22][CH:23]=[C:24]([NH:30][CH:1]=[O:2])[CH:25]=2)[N:20]=[C:19]([C:15]2[CH:16]=[CH:17][CH:18]=[C:13]([O:12][CH3:11])[CH:14]=2)[CH:28]=1. Reported procedure: Formic anhydride was prepared by placing 260 mg (5.66 mmoles) of formic acid into a dry 100 mL round-bottom flask equipped with a condenser, magnetic stirrer and a nitrogen inlet. The flask was cooled with an ice bath and then 470 mg (4.61 mmoles) of acetic anhydride was added. The stirring solution was then gently warmed to 50° C. with an oil bath for 2 hrs. After this time the reaction was cooled, and 25 mL of dry THF was added followed by the addition of 1.0 g (3.77 mmoles) of 2-(3-methoxyphe... Starting materials: ClC(COC(=O)Cl)(Cl)Cl (2,2,2-trichloroethylchloroformate), [N+](=O)([O-])C=1C=C(C(C(=O)O)=CC1)N (4-nitroanthranilic acid), N1=CC=CC=C1 (pyridine). Run in ClCCl (dichloromethane), ClCCl (dichloromethane). Run at temperature 25 celsius, time 5 hour. The product is [N+](=O)([O-])C1=CC(=C(C(=O)O)C=C1)NC(=O)OCC(Cl)(Cl)Cl (4-Nitro-2-(2′,2′,2′-trichloroethoxycarbonylamino)benzoic Acid). RXN SMILES: [Cl:1][C:2]([Cl:9])([Cl:8])[CH2:3][O:4][C:5](Cl)=[O:6].[N+:10]([C:13]1[CH:14]=[C:15]([NH2:22])[C:16](=[CH:20][CH:21]=1)[C:17]([OH:19])=[O:18])([O-:12])=[O:11].N1C=CC=CC=1>ClCCl>[N+:10]([C:13]1[CH:21]=[CH:20][C:16]([C:17]([OH:19])=[O:18])=[C:15]([NH:22][C:5]([O:4][CH2:3][C:2]([Cl:9])([Cl:8])[Cl:1])=[O:6])[CH:14]=1)([O-:12])=[O:11]. Procedure details: A solution of 2,2,2-trichloroethylchloroformate (Troc—Cl) (1.66 mL, 12.1 mmol) in dry dichloromethane (25 mL) was added drop wise to a solution of 4-nitroanthranilic acid 144 (2 g, 11 mmol) and pyridine (1.78 mL, 22 mmol) in dichloromethane (25 ml) at 0° C. The solution was allowed to stir at 25° C. for 5 hours. The reaction mixture was washed with dilute HCl (1N, 2×50 mL), water (1×50 mL), brine (1×2 5 mL) and dried over MgSO4. Removal of excess solvent by rotary evaporation under reduced press... Reactants: FC1=CC=C(C=C1)C=1C(=NC=NC1N1CCC(CC1)C=1N(C=C(N1)C1=CC(=C(C=C1)F)C(F)(F)F)C)N (5-(4-Fluoro-phenyl)-6-{4-[4-(4-fluoro-3-trifluoromethyl-phenyl)-1-methyl-1H-imidazol-2-yl]-piperidin-1-yl}-pyrimidin-4-ylamine), FC=1C=C(C=CC1F)B(O)O (3,4-difluorophenylboronic acid). Product: FC=1C=C(C=CC1F)C=1C(=NC=NC1N1CCC(CC1)C=1N(C=C(N1)C1=CC(=C(C=C1)F)C(F)(F)F)C)N (5-(3,4-Difluoro-phenyl)-6-{4-[4-(4-fluoro-3-trifluoromethyl-phenyl)-1-methyl-1H-imidazol-2-yl]-piperidin-1-yl}-pyrimidin-4-ylamine). As a reaction SMILES: [F:1][C:2]1[CH:7]=[CH:6][C:5]([C:8]2[C:9]([NH2:37])=[N:10][CH:11]=[N:12][C:13]=2[N:14]2[CH2:19][CH2:18][CH:17]([C:20]3[N:21]([CH3:36])[CH:22]=[C:23]([C:25]4[CH:30]=[CH:29][C:28]([F:31])=[C:27]([C:32]([F:35])([F:34])[F:33])[CH:26]=4)[N:24]=3)[CH2:16][CH2:15]2)=[CH:4][CH:3]=1.[F:38]C1C=C(B(O)O)C=CC=1F>>[F:38][C:7]1[CH:6]=[C:5]([C:8]2[C:9]([NH2:37])=[N:10][CH:11]=[N:12][C:13]=2[N:14]2[CH2:15][CH2:16][CH:17]([C:20]3[N:21]([CH3:36])[CH:22]=[C:23]([C:25]4[CH:30]=[CH:29][C:28]([F:31])=[C:27]([C:32]([F:34])([F:33])[F:35])[CH:26]=4)[N:24]=3)[CH2:18][CH2:19]2)[CH:4]=[CH:3][C:2]=1[F:1]. Procedure details: The title compound was prepared in an analogous manner as 5-(4-Fluoro-phenyl)-6-{4-[4-(4-fluoro-3-trifluoromethyl-phenyl)-1-methyl-1H-imidazol-2-yl]-piperidin-1-yl}-pyrimidin-4-ylamine using 3,4-difluorophenylboronic acid instead of 4-fluorophenylboronic acid. LC-MS: (M+1=533, obsd.=533). The reactants are C(C)OC(=O)C1=CC2=C(N=C(N2C)NC=2SC3=C(N2)C=CC(=C3)OC(F)(F)F)C=C1 (3-methyl-2-(6-trifluoromethoxy-benzothiazol-2-ylamino)-3H-benzoimidazole-5-carboxylic acid ethyl ester), [OH-].[Na+] (NaOH). Solvent: CO.C1CCOC1 (methanol THF). The product is CN1C(=NC2=C1C=C(C=C2)C(=O)O)NC=2SC1=C(N2)C=CC(=C1)OC(F)(F)F (3-Methyl-2-(6-trifluoromethoxy-benzothiazol-2-ylamino)-3H-benzoimidazole-5-carboxylic acid). Yield: 95.4%. Reaction SMILES: C([O:3][C:4]([C:6]1[CH:30]=[CH:29][C:9]2[N:10]=[C:11]([NH:14][C:15]3[S:16][C:17]4[CH:23]=[C:22]([O:24][C:25]([F:28])([F:27])[F:26])[CH:21]=[CH:20][C:18]=4[N:19]=3)[N:12]([CH3:13])[C:8]=2[CH:7]=1)=[O:5])C.[OH-].[Na+]>CO.C1COCC1>[CH3:13][N:12]1[C:8]2[CH:7]=[C:6]([C:4]([OH:5])=[O:3])[CH:30]=[CH:29][C:9]=2[N:10]=[C:11]1[NH:14][C:15]1[S:16][C:17]2[CH:23]=[C:22]([O:24][C:25]([F:27])([F:26])[F:28])[CH:21]=[CH:20][C:18]=2[N:19]=1 |f:1.2,3.4|. Reported procedure: 3-Methyl-2-(6-trifluoromethoxy-benzothiazol-2-ylamino)-3H-benzoimidazole-5-carboxylic acid (2.5 g) was prepared by following General Procedure E starting from 3-methyl-2-(6-trifluoromethoxy-benzothiazol-2-ylamino)-3H-benzoimidazole-5-carboxylic acid ethyl ester (2.8 g) and 2 N NaOH (6 mL) in methanol:THF (1:1, 12 mL). Starting materials: FC1=CC=C(C=C1)C(C(CC(C(C)C)=O)C1=CC=CC=C1)=O (1-(4-fluorophenyl)-5-methyl-2-phenyl-1,4-hexanedione), NCC[C@@H]1C[C@@H](OC2(O1)CCCCC2)CC(=O)OCC2=CC=CC=C2 (benzyl 2-((2R,4R)-4-(2-aminoethyl)-1,5-dioxaspiro[5.5]undecan-2-yl)acetate). Product: FC1=CC=C(C=C1)C=1N(C(=CC1C1=CC=CC=C1)C(C)C)CC[C@@H]1C[C@@H](OC2(O1)CCCCC2)CC(=O)OCC2=CC=CC=C2 (benzyl 2-((2R,4R)-4-(2-(2-(4-fluorophenyl)-5-isopropyl-3-phenyl-1H-pyrrol-1-yl)ethyl)-1,5-dioxaspiro[5.5]undecan-2-yl)acetate). Reaction SMILES: [F:1][C:2]1[CH:7]=[CH:6][C:5]([C:8](=O)[CH:9]([C:16]2[CH:21]=[CH:20][CH:19]=[CH:18][CH:17]=2)[CH2:10][C:11](=O)[CH:12]([CH3:14])[CH3:13])=[CH:4][CH:3]=1.[NH2:23][CH2:24][CH2:25][C@H:26]1[O:31][C:30]2([CH2:36][CH2:35][CH2:34][CH2:33][CH2:32]2)[O:29][C@@H:28]([CH2:37][C:38]([O:40][CH2:41][C:42]2[CH:47]=[CH:46][CH:45]=[CH:44][CH:43]=2)=[O:39])[CH2:27]1>>[F:1][C:2]1[CH:7]=[CH:6][C:5]([C:8]2[N:23]([CH2:24][CH2:25][C@H:26]3[O:31][C:30]4([CH2:36][CH2:35][CH2:34][CH2:33][CH2:32]4)[O:29][C@@H:28]([CH2:37][C:38]([O:40][CH2:41][C:42]4[CH:43]=[CH:44][CH:45]=[CH:46][CH:47]=4)=[O:39])[CH2:27]3)[C:11]([CH:12]([CH3:14])[CH3:13])=[CH:10][C:9]=2[C:16]2[CH:21]=[CH:20][CH:19]=[CH:18][CH:17]=2)=[CH:4][CH:3]=1. Reported procedure: According to the same method as in Example 4-1, the title compound was synthesized using 1-(4-fluorophenyl)-5-methyl-2-phenyl-1,4-hexanedione and benzyl 2-((2R,4R)-4-(2-aminoethyl)-1,5-dioxaspiro[5.5]undecan-2-yl)acetate.